Dataset: the Open Reaction Database (ORD), a public repository of structured organic reaction records. Task: describe an organic reaction: reactants, conditions, products, and yield Starting materials: CCOP(C)(=O)Cc1ccc(C(=O)Nc2cc(-c3cccs3)ccc2NC(=O)OC(C)(C)C)cc1, CCOC(C)=O, Cl, [Na+], C1COCCO1, [OH-]. Yields the product CC(C)(C)OC(=O)Nc1ccc(-c2cccs2)cc1NC(=O)c1ccc(CP(C)(=O)O)cc1. RXN SMILES: [CH2:1]([CH3:2])[O:3][P:4](=[O:5])([CH3:6])[CH2:7][c:8]1[cH:9][cH:10][c:11]([C:14]([NH:15][c:16]2[c:17]([NH:27][C:28](=[O:29])[O:30][C:31]([CH3:32])([CH3:33])[CH3:34])[cH:18][cH:19][c:20](-[c:22]3[s:23][cH:24][cH:25][cH:26]3)[cH:21]2)=[O:35])[cH:12][cH:13]1.[CH3:45][CH2:46][O:47][C:48]([CH3:49])=[O:50].[ClH:38].[Na+:37].[O:39]1[CH2:40][CH2:41][O:42][CH2:43][CH2:44]1.[OH-:36]>>[O:3]=[P:4]([OH:5])([CH3:6])[CH2:7][c:8]1[cH:9][cH:10][c:11]([C:14]([NH:15][c:16]2[c:17]([NH:27][C:28](=[O:29])[O:30][C:31]([CH3:32])([CH3:33])[CH3:34])[cH:18][cH:19][c:20](-[c:22]3[s:23][cH:24][cH:25][cH:26]3)[cH:21]2)=[O:35])[cH:12][cH:13]1. Reactants: BrCc1nc2ccccc2s1, O=C([O-])[O-], CC#N, COC(=O)C(C)(C)Cc1c(C)c2cc(O)ccc2n1Cc1ccc(Cl)cc1, [Cs+], [Cs+], CN(C)C=O. Product: COC(=O)C(C)(C)Cc1c(C)c2cc(OCc3nc4ccccc4s3)ccc2n1Cc1ccc(Cl)cc1. Reaction SMILES: [Br:28][CH2:29][c:30]1[s:31][c:32]2[c:33]([n:34]1)[cH:35][cH:36][cH:37][cH:38]2.[C:39](=[O:40])([O-:41])[O-:42].[CH3:45][C:46]#[N:47].[Cl:1][c:2]1[cH:3][cH:4][c:5]([CH2:6][n:7]2[c:8]([CH2:18][C:19]([C:20](=[O:21])[O:22][CH3:23])([CH3:24])[CH3:25])[c:9]([CH3:17])[c:10]3[cH:11][c:12]([OH:16])[cH:13][cH:14][c:15]23)[cH:26][cH:27]1.[Cs+:43].[Cs+:44].[O:48]=[CH:49][N:50]([CH3:51])[CH3:52]>>[Cl:1][c:2]1[cH:3][cH:4][c:5]([CH2:6][n:7]2[c:8]([CH2:18][C:19]([C:20](=[O:21])[O:22][CH3:23])([CH3:24])[CH3:25])[c:9]([CH3:17])[c:10]3[cH:11][c:12]([O:16][CH2:29][c:30]4[s:31][c:32]5[c:33]([n:34]4)[cH:35][cH:36][cH:37][cH:38]5)[cH:13][cH:14][c:15]23)[cH:26][cH:27]1. The reactants are CCCCP(CCCC)CCCC, CCC(O)c1ccc(C(=O)OC)cc1, Cc1ccccc1, Oc1ccc(-c2ccc(C(F)(F)F)cc2)cc1, O=C(N=NC(=O)N1CCCCC1)N1CCCCC1. Yields the product CCC(Oc1ccc(-c2ccc(C(F)(F)F)cc2)cc1)c1ccc(C(=O)OC)cc1. As a reaction SMILES: [CH2:33]([P:34]([CH2:35][CH2:36][CH2:37][CH3:38])[CH2:39][CH2:40][CH2:41][CH3:42])[CH2:43][CH2:44][CH3:45].[CH3:1][O:2][C:3]([c:4]1[cH:5][cH:6][c:7]([CH:10]([CH2:11][CH3:12])[OH:13])[cH:8][cH:9]1)=[O:14].[CH3:63][c:64]1[cH:65][cH:66][cH:67][cH:68][cH:69]1.[F:46][C:47]([c:48]1[cH:49][cH:50][c:51](-[c:54]2[cH:55][cH:56][c:57]([OH:60])[cH:58][cH:59]2)[cH:52][cH:53]1)([F:61])[F:62].[N:15]([C:16]([N:17]1[CH2:18][CH2:19][CH2:20][CH2:21][CH2:22]1)=[O:23])=[N:24][C:25]([N:26]1[CH2:27][CH2:28][CH2:29][CH2:30][CH2:31]1)=[O:32]>>[CH3:1][O:2][C:3]([c:4]1[cH:5][cH:6][c:7]([CH:10]([CH2:11][CH3:12])[O:13][c:57]2[cH:56][cH:55][c:54](-[c:51]3[cH:50][cH:49][c:48]([C:47]([F:46])([F:61])[F:62])[cH:53][cH:52]3)[cH:59][cH:58]2)[cH:8][cH:9]1)=[O:14]. Starting materials: BrC1=C(C(=C(C=C1)C(CC(=O)OCC)=O)F)OC (Ethyl 3-(4-bromo-2-fluoro-3-methoxyphenyl)-3-oxopropionate), C1(CC1)N=C=S (cyclopropyl isothiocyanate), [H-].[Na+] (Sodium hydride), CI (Methyl iodide). Solvent: CN(C=O)C (dimethylformamide). Conditions: temperature 0 celsius, time 18.5 hour. Yields the product BrC1=C(C(=C(C=C1)C(=C(C(=O)OCC)CSC=NC1CC1)O)F)OC (ethyl 3-(4-bromo-2-fluoro-3-methoxyphenyl)-2-(cyclopropyliminomethylsulfanylmethyl)-3-hydroxyacrylate). Yield: 76.2%. As a reaction SMILES: [H-].[Na+].[Br:3][C:4]1[CH:9]=[CH:8][C:7]([C:10](=[O:17])[CH2:11][C:12]([O:14][CH2:15][CH3:16])=[O:13])=[C:6]([F:18])[C:5]=1[O:19][CH3:20].[CH:21]1([N:24]=[C:25]=[S:26])[CH2:23][CH2:22]1.[CH3:27]I>CN(C)C=O>[Br:3][C:4]1[CH:9]=[CH:8][C:7]([C:10]([OH:17])=[C:11]([CH2:27][S:26][CH:25]=[N:24][CH:21]2[CH2:23][CH2:22]2)[C:12]([O:14][CH2:15][CH3:16])=[O:13])=[C:6]([F:18])[C:5]=1[O:19][CH3:20] |f:0.1|. Procedure details: Sodium hydride (60% in mineral oil, 73.7 mg, 1.92 mmol) is added portionwise to a cooled (0° C.) solution containing 13 (569 mg, 1.78 mmol), cyclopropyl isothiocyanate (500 μL, 5.40 mmol), and dimethylformamide (5.0 mL). The resulting mixture was allowed to warm to room temperature with stirring overnight (18.5 h). Methyl iodide (700 μL, 11.22 mmol) is added to the resulting solution to give a precipitate within minutes. The mixture is stirred for an additional 24 h. The reaction mixture is quen... Reactants: OCCCCCCCCCCCCBr, CC(C)CCBr. Product: CC(C)CCCCCCCCCCCCCCO. As a reaction SMILES: [Br:1][CH2:2][CH2:3][CH2:4][CH2:5][CH2:6][CH2:7][CH2:8][CH2:9][CH2:10][CH2:11][CH2:12][CH2:13][OH:14].[CH3:15][CH:16]([CH2:17][CH2:18][Br:19])[CH3:20]>>[CH2:2]([CH2:3][CH2:4][CH2:5][CH2:6][CH2:7][CH2:8][CH2:9][CH2:10][CH2:11][CH2:12][CH2:13][OH:14])[CH2:18][CH2:17][CH:16]([CH3:15])[CH3:20]. Reactants: ClC1=CC(=CC=C1)C(=O)OO (meta-chloroperbenzoic acid), C([O-])([O-])=O.[Na+].[Na+] (sodium carbonate), CC=1C=NC=2C(CCCC2C1)SC=1NC2=C(N1)C=CC(=C2)OC (3-methyl-8-(5-methoxy-2-benzimidazolyl)thio-5,6,7,8-tetrahydroquinoline), O (Water). Run in ClCCl (dichloromethane), ClCCl (dichloromethane). Conditions: time 15 minute. Product: CC=1C=NC=2C(CCCC2C1)S(=O)C=1NC2=C(N1)C=CC(=C2)OC (3-methyl-8-(5-methoxy-2-benzimidazolyl)sulfinyl-5,6,7,8-tetrahydroquinoline). As a reaction SMILES: [CH3:1][C:2]1[CH:3]=[N:4][C:5]2[CH:6]([S:12][C:13]3[NH:14][C:15]4[CH:21]=[C:20]([O:22][CH3:23])[CH:19]=[CH:18][C:16]=4[N:17]=3)[CH2:7][CH2:8][CH2:9][C:10]=2[CH:11]=1.ClC1C=CC=C(C(OO)=[O:32])C=1.O.C(=O)([O-])[O-].[Na+].[Na+]>ClCCl>[CH3:1][C:2]1[CH:3]=[N:4][C:5]2[CH:6]([S:12]([C:13]3[NH:14][C:15]4[CH:21]=[C:20]([O:22][CH3:23])[CH:19]=[CH:18][C:16]=4[N:17]=3)=[O:32])[CH2:7][CH2:8][CH2:9][C:10]=2[CH:11]=1 |f:3.4.5|. Procedure details: 4.00 Grams of 3-methyl-8-(5-methoxy-2-benzimidazolyl)thio-5,6,7,8-tetrahydroquinoline was dissolved in 80 ml of dichloromethane, to this solution was added dropwise slowly at -10° C. a solution which was prepared by dissolving 2.37 g of meta-chloroperbenzoic acid (85%) in 30 ml of dichloromethane. After the dropwise solution was finished, the reaction mixture was stirred at -10° C. to -4° C. for 15 minutes. Water was added to the reaction mixture, then was made alkaline by adding sodium carbonat... The reactants are N1=CC=CC=C1 (Pyridine), OP(=O)(O)[O-].[K+] (KH2PO4), C1(=CC=CC=C1)CC(=O)N[C@H]1[C@@H]2N(C(=C(CS2)C=2C=CC=3C(C4=CC(=CC=C4C3C2)CO)=O)C(=O)OC(C2=CC=CC=C2)C2=CC=CC=C2)C1=O (Benzhydryl 7β-phenylacetamido-3-(7-hydroxymethyl-9-fluorenon-3-yl)-ceph-3-em-4-carboxylate), P(Cl)(Cl)(Cl)(Cl)Cl (PCl5). Run in C(Cl)Cl (methylene chloride), CO (MeOH). Run at time 65 minute. Product: N[C@H]1[C@@H]2N(C(=C(CS2)C=2C=CC=3C(C4=CC(=CC=C4C3C2)CCl)=O)C(=O)OC(C2=CC=CC=C2)C2=CC=CC=C2)C1=O (BENZHYDRYL 7β-AMINO-3-(7-CHLOROMETHYL-9-FLUORENON-3-YL)-CEPH-3-EM-4-CARBOXYLATE). Reaction SMILES: C1(CC([NH:10][C@@H:11]2[C:50](=[O:51])[N:13]3[C:14]([C:34]([O:36][CH:37]([C:44]4[CH:49]=[CH:48][CH:47]=[CH:46][CH:45]=4)[C:38]4[CH:43]=[CH:42][CH:41]=[CH:40][CH:39]=4)=[O:35])=[C:15]([C:18]4[CH:19]=[CH:20][C:21]5[C:22](=[O:33])[C:23]6[C:28]([C:29]=5[CH:30]=4)=[CH:27][CH:26]=[C:25]([CH2:31]O)[CH:24]=6)[CH2:16][S:17][C@H:12]23)=O)C=CC=CC=1.N1C=CC=CC=1.P(Cl)(Cl)(Cl)(Cl)[Cl:59].OP([O-])(O)=O.[K+]>C(Cl)Cl.CO>[NH2:10][C@@H:11]1[C:50](=[O:51])[N:13]2[C:14]([C:34]([O:36][CH:37]([C:44]3[CH:49]=[CH:48][CH:47]=[CH:46][CH:45]=3)[C:38]3[CH:43]=[CH:42][CH:41]=[CH:40][CH:39]=3)=[O:35])=[C:15]([C:18]3[CH:19]=[CH:20][C:21]4[C:22](=[O:33])[C:23]5[C:28]([C:29]=4[CH:30]=3)=[CH:27][CH:26]=[C:25]([CH2:31][Cl:59])[CH:24]=5)[CH2:16][S:17][C@H:12]12 |f:3.4|. Reported procedure: Benzhydryl 7β-phenylacetamido-3-(7-hydroxymethyl-9-fluorenon-3-yl)-ceph-3-em-4-carboxylate (150 mg) was dissolved in methylene chloride (6 ml), cooled to -15° under nitrogen. Pyridine (0.240 ml was added followed by PCl5 (2.4 ml, 8% solution in CH2Cl2). The reaction mixture was stirred at -15° to -10° for 65 min. The temperature was then lowered to -30° and MeOH (1.5 ml) was added drop wise and the reaction was stirred at -10° to -5° for 1.5 hrs, then at 0° for 1 hr. and then at room temperature...